From a dataset of the Open Reaction Database (ORD), a public repository of structured organic reaction records. describe an organic reaction: reactants, conditions, products, and yield The reactants are O=C([O-])[O-], CCC1CN(C(Cc2ccc3ccccc3c2)C(=O)OC)CCN1S(=O)(=O)c1ccccc1[N+](=O)[O-], Cl, [K+], [K+], CN(C)C=O, Oc1ccc(S)cc1. The product is CCC1CN(C(Cc2ccc3ccccc3c2)C(=O)OC)CCN1. RXN SMILES: [C:37](=[O:38])([O-:39])[O-:40].[CH3:1][O:2][C:3]([CH:4]([CH2:5][c:6]1[cH:7][c:8]2[cH:9][cH:10][cH:11][cH:12][c:13]2[cH:14][cH:15]1)[N:16]1[CH2:17][CH:18]([CH2:34][CH3:35])[N:19]([S:22]([c:23]2[cH:24][cH:25][cH:26][cH:27][c:28]2[N+:29]([O-:30])=[O:31])(=[O:32])=[O:33])[CH2:20][CH2:21]1)=[O:36].[ClH:51].[K+:41].[K+:42].[O:52]=[CH:53][N:54]([CH3:55])[CH3:56].[SH:43][c:44]1[cH:45][cH:46][c:47]([OH:48])[cH:49][cH:50]1>>[CH3:1][O:2][C:3]([CH:4]([CH2:5][c:6]1[cH:7][c:8]2[cH:9][cH:10][cH:11][cH:12][c:13]2[cH:14][cH:15]1)[N:16]1[CH2:17][CH:18]([CH2:34][CH3:35])[NH:19][CH2:20][CH2:21]1)=[O:36]. Starting materials: C(=C)C1=CC=NC=C1 (4-vinylpyridine), [Cl-].[NH4+] (ammonium chloride). Run in CO (MeOH). The product is N1=CC=C(C=C1)CCNCCC1=CC=NC=C1 (Bis [2-(4-pyridyl)ethyl]amine). Yield: 16.7%. Reaction SMILES: [CH:1]([C:3]1[CH:8]=[CH:7][N:6]=[CH:5][CH:4]=1)=[CH2:2].[Cl-].[NH4+:10]>CO>[N:6]1[CH:7]=[CH:8][C:3]([CH2:1][CH2:2][NH:10][CH2:2][CH2:1][C:3]2[CH:8]=[CH:7][N:6]=[CH:5][CH:4]=2)=[CH:4][CH:5]=1 |f:1.2|. Procedure details: A mixture of 4-vinylpyridine (10.0 g, 95.1 mmole) and ammonium chloride (5.1 g, 95.1 mmole) in MeOH (90 mL) was heated to reflux under argon for 27 h. The resulting mixture was filtered and the filtrate was concentrated on the rotavap. The residue was dissolved in H2O (200 mL), and the solution was basified to pH 10.5 using 2 N NaOH. CH2Cl2 extraction (3×100 mL), drying (MgSO4), and concentration gave a yellow oil (5.73 g, 49% crude). 2.9 g of this oil was chromatographed on silica gel (12% MeOH...